Dataset: the Open Reaction Database (ORD), a public repository of structured organic reaction records. Task: describe an organic reaction: reactants, conditions, products, and yield Starting materials: OC[C@@H](C)NC(OC(C)(C)C)=O ((R)-tert-butyl 1-hydroxypropan-2-ylcarbamate), ClC1=C(CCNS(=O)(=O)C2=C(C=CC=C2)[N+](=O)[O-])C=CC=C1 (N-(2-chlorophenethyl)-2-nitrobenzenesulfonamide), C1(=CC=CC=C1)P(C1=CC=CC=C1)C1=CC=CC=C1 (triphenylphosphine), N(=NC(=O)OC(C)C)C(=O)OC(C)C (diisopropyl azodicarboxylate). Isolated yield 22.6%. Reported procedure: 740 mg of (R)-tert-butyl 1-hydroxypropan-2-ylcarbamate was dissolved in 30 mL of tetrahydrofuran in a nitrogen atmosphere, and 1.44 g of N-(2-chlorophenethyl)-2-nitrobenzenesulfonamide and 3.3 g of triphenylphosphine were added thereto. 2.5 mL of diisopropyl azodicarboxylate was added thereto at 0° C., and the mixture was stirred at room temperature for 4 hours. The reaction solution was concentrated under reduced pressure, and the obtained residue (intermediate) was dissolved in 20 mL of dichlo... Solvent: O1CCCC1 (tetrahydrofuran). Conditions: temperature 0 celsius, time 4 hour. As a reaction SMILES: O[CH2:2][C@H:3]([NH:5]C(=O)OC(C)(C)C)[CH3:4].[Cl:13][C:14]1[CH:34]=[CH:33][CH:32]=[CH:31][C:15]=1[CH2:16][CH2:17][NH:18][S:19]([C:22]1[CH:27]=[CH:26][CH:25]=[CH:24][C:23]=1[N+:28]([O-:30])=[O:29])(=[O:21])=[O:20].C1(P(C2C=CC=CC=2)C2C=CC=CC=2)C=CC=CC=1.N(C(OC(C)C)=O)=NC(OC(C)C)=O>O1CCCC1>[NH2:5][C@H:3]([CH3:4])[CH2:2][N:18]([CH2:17][CH2:16][C:15]1[CH:31]=[CH:32][CH:33]=[CH:34][C:14]=1[Cl:13])[S:19]([C:22]1[CH:27]=[CH:26][CH:25]=[CH:24][C:23]=1[N+:28]([O-:30])=[O:29])(=[O:21])=[O:20]. Product: N[C@@H](CN(S(=O)(=O)C1=C(C=CC=C1)[N+](=O)[O-])CCC1=C(C=CC=C1)Cl)C ((R)—N-(2-aminopropyl)-N-(2-chlorophenethyl)-2-nitrobenzenesulfonamide). Reaction SMILES: C(=O)(O)[O-].[Na+].Cl.[NH2:7][CH2:8][CH2:9][SH:10].[C:11]([O:15][C:16](=[O:23])[NH:17][C@@H:18]([C:20](F)=[O:21])[CH3:19])([CH3:14])([CH3:13])[CH3:12]>O.C(Cl)Cl>[C:11]([O:15][C:16](=[O:23])[NH:17][C@H:18]([C:20](=[O:21])[NH:7][CH2:8][CH2:9][SH:10])[CH3:19])([CH3:12])([CH3:13])[CH3:14] |f:0.1,2.3|. The reactants are C(C)(C)(C)OC(N[C@H](C)C(=O)F)=O ((R)-(1-Fluorocarbonyl-ethyl)-carbamic Acid tert-butyl Ester), C([O-])(O)=O.[Na+] (sodium bicarbonate), Cl.NCCS (2-aminoethanethiol hydrochloride). Run at time 25 minute. Reported procedure: To a 25 mL round-bottom flask charged with a solution of sodium bicarbonate (139.5 mg, 1.66 mmol) in 8.1 mL water was added 2-aminoethanethiol hydrochloride (101.2 mg, 0.89 mmol). To this stirring solution was added dropwise over 60 seconds a solution of 25b (155.1 mg, 0.81 mmol) in 8.1 mL CH2Cl2. The reaction was vigorously stirred for 25 minutes at room temperature, then extracted twice with fresh CH2Cl2. The combined CH2Cl2 extracts were washed once with 5% aqueous HCl, once with 10% aqueous ... Run in C(Cl)Cl (CH2Cl2), O (water). The product is 24b, C(C)(C)(C)OC(N[C@@H](C)C(NCCS)=O)=O ((S)-[1-(2-mercapto-ethylcarbamoyl)-ethyl]-carbamic Acid tert-butyl Ester).